This data is from the Open Reaction Database (ORD), a public repository of structured organic reaction records. The task is: describe an organic reaction: reactants, conditions, products, and yield Product: O=C1Cc2cccc(F)c2C(=O)O1. As a reaction SMILES: [C:1](=[O:2])([OH:3])[CH2:4][c:5]1[c:6]([C:7](=[O:8])[OH:9])[c:10]([F:14])[cH:11][cH:12][cH:13]1.[CH3:15][C:16](=[O:17])[Cl:18]>>[C:1]1(=[O:2])[CH2:4][c:5]2[c:6]([c:10]([F:14])[cH:11][cH:12][cH:13]2)[C:7](=[O:9])[O:8]1. The reactants are O=C(O)Cc1cccc(F)c1C(=O)O, CC(=O)Cl. Starting materials: TEA, CCOC(=O)C (EtOAc), CC(C(=O)O)(CO[Si](C(C)C)(C(C)C)C(C)C)C (2,2-dimethyl-3-triisopropylsilanyloxy-propionic acid), CCN=C=NCCCN(C)C (EDCI), Cl.CNOC (N,O -dimethylhydroxylamine hydrochloride). The reagents and catalysts are CN(C)C=1C=CN=CC1 (DMAP). Run in hexanes, ClCCl (dichloromethane). Run at time 8 hour. Product: CON(C(C(CO[Si](C(C)C)(C(C)C)C(C)C)(C)C)=O)C (N-methoxy-2,2,N-trimethyl-3-triisopropylsilanyloxy-propionamide). The yield is 79.0%. Reaction SMILES: [CH3:1][C:2]([CH3:18])([CH2:6][O:7][Si:8]([CH:15]([CH3:17])[CH3:16])([CH:12]([CH3:14])[CH3:13])[CH:9]([CH3:11])[CH3:10])[C:3]([OH:5])=O.CCN=C=NCCCN(C)C.Cl.[CH3:31][NH:32][O:33][CH3:34].CCOC(C)=O>ClCCl.CN(C1C=CN=CC=1)C>[CH3:34][O:33][N:32]([CH3:31])[C:3](=[O:5])[C:2]([CH3:1])([CH3:18])[CH2:6][O:7][Si:8]([CH:15]([CH3:17])[CH3:16])([CH:12]([CH3:14])[CH3:13])[CH:9]([CH3:11])[CH3:10] |f:2.3|. Procedure: A solution of 2,2-dimethyl-3-triisopropylsilanyloxy-propionic acid in anhydrous dichloromethane (13 ml) was slowly treated with EDCI (1.03 g, 5.38 mmol) followed by N,O -dimethylhydroxylamine hydrochloride (525 mg, 5.4 mmol), DMAP (55 mg, 0.045 mmol), and TEA (0.75 ml, 5.38 mmol). After stirring overnight at room temperature the reaction mixture was partitioned between DCM/water. The organic layers were collected, dried over MgSO4, filtered, and concentrated giving a greenish oil. Silica gel chr...